This data is from the Open Reaction Database (ORD), a public repository of structured organic reaction records. The task is: describe an organic reaction: reactants, conditions, products, and yield Reactants: COc1ccc(-n2nc(C(O)c3ccccc3)cc2-c2ccc(C)cc2)cc1, CCOCC, ClCCl, O=[Cr](=O)([O-])Cl, c1cc[nH+]cc1. The product is COc1ccc(-n2nc(C(=O)c3ccccc3)cc2-c2ccc(C)cc2)cc1. RXN SMILES: [CH3:1][O:2][c:3]1[cH:4][cH:5][c:6](-[n:9]2[n:10][c:11]([CH:21]([OH:22])[c:23]3[cH:24][cH:25][cH:26][cH:27][cH:28]3)[cH:12][c:13]2-[c:14]2[cH:15][cH:16][c:17]([CH3:20])[cH:18][cH:19]2)[cH:7][cH:8]1.[CH3:40][CH2:41][O:42][CH2:43][CH3:44].[Cl:45][CH2:46][Cl:47].[O:29]=[Cr:30]([Cl:31])([O-:32])=[O:33].[nH+:34]1[cH:35][cH:36][cH:37][cH:38][cH:39]1>>[CH3:1][O:2][c:3]1[cH:4][cH:5][c:6](-[n:9]2[n:10][c:11]([C:21](=[O:22])[c:23]3[cH:24][cH:25][cH:26][cH:27][cH:28]3)[cH:12][c:13]2-[c:14]2[cH:15][cH:16][c:17]([CH3:20])[cH:18][cH:19]2)[cH:7][cH:8]1. Starting materials: ON=C(C1=CN=CC=C1)N (N′-hydroxynicotinimidamide), ClC1=CC(=C(C(=O)O)C=C1F)F (4-chloro-2,5-difluorobenzoic acid), N (NH3). Product: ClC1=CC(=C(C=C1F)C1=NC(=NO1)C=1C=NC=CC1)F (5-(4-chloro-2,5-difluorophenyl)-3-(pyridin-3-yl)-1,2,4-oxadiazole). RXN SMILES: [OH:1][N:2]=[C:3]([NH2:10])[C:4]1[CH:9]=[CH:8][CH:7]=[N:6][CH:5]=1.[Cl:11][C:12]1[C:20]([F:21])=[CH:19][C:15]([C:16](O)=O)=[C:14]([F:22])[CH:13]=1.N>>[Cl:11][C:12]1[C:20]([F:21])=[CH:19][C:15]([C:16]2[O:1][N:2]=[C:3]([C:4]3[CH:5]=[N:6][CH:7]=[CH:8][CH:9]=3)[N:10]=2)=[C:14]([F:22])[CH:13]=1. Procedure details: The title compound was prepared according to the procedure of Example 8 using N′-hydroxynicotinimidamide (Aldrich) and 4-chloro-2,5-difluorobenzoic acid (Aldrich). 1H NMR (300 MHz, CD3OD) δ 7.65 (ddd, J=8.0, 4.9, 1.0 Hz, 1 H), 7.73 (dd, J=9.7, 5.9 Hz, 1 H), 8.18 (dd, J=8.8, 6.1 Hz, 1 H), 8.57 (dt, J=8.1, 1.9 Hz, 1 H), 8.75 (dd, J=4.7, 1.7 Hz, 1 H), 9.30 (dd, J=2.2, 0.8 Hz, 1 H) ppm; MS (DCI/NH3) m/z 294 (M+H)+. Starting materials: C(Cl)(Cl)Cl (chloroform), S(=O)(Cl)Cl (thionyl chloride), FC1=CC2=C(SC(=C2C)S(=O)(=O)NC2=C(C=C(C=C2)C=2SC=C(N2)CO)S(=O)(=O)C)C=C1 (5-fluoro-N-[4-(4-hydroxymethylthiazol-2-yl)-2-methanesulfonylphenyl]-3-methylbenzo[b]thiophene-2-sulfonamide), S(=O)(Cl)Cl (thionyl chloride). The solvent is C(C)N(CC)CC (triethylamine). Reaction conditions: time 21 hour. The product is ClCC=1N=C(SC1)C1=CC(=C(C=C1)NS(=O)(=O)C1=C(C2=C(S1)C=CC(=C2)F)C)S(=O)(=O)C (N-[4-(4-chloromethylthiazol-2-yl)-2-methanesulfonylphenyl]-5-fluoro-3-methylbenzo[b]thiophene-2-sulfonamide). RXN SMILES: [CH:1]([Cl:4])(Cl)Cl.[F:5][C:6]1[CH:36]=[CH:35][C:9]2[S:10][C:11]([S:14]([NH:17][C:18]3[CH:23]=[CH:22][C:21]([C:24]4[S:25][CH:26]=[C:27](CO)[N:28]=4)=[CH:20][C:19]=3[S:31]([CH3:34])(=[O:33])=[O:32])(=[O:16])=[O:15])=[C:12]([CH3:13])[C:8]=2[CH:7]=1.S(Cl)(Cl)=O>C(N(CC)CC)C>[Cl:4][CH2:1][C:27]1[N:28]=[C:24]([C:21]2[CH:22]=[CH:23][C:18]([NH:17][S:14]([C:11]3[S:10][C:9]4[CH:35]=[CH:36][C:6]([F:5])=[CH:7][C:8]=4[C:12]=3[CH3:13])(=[O:15])=[O:16])=[C:19]([S:31]([CH3:34])(=[O:32])=[O:33])[CH:20]=2)[S:25][CH:26]=1. Procedure details: Into 20 mL of chloroform was suspended 159 mg of Compound 63, and 47 μL of thionyl chloride was added at 0° C., followed by 21 hours of stirring at room temperature. Further, 1 mL of thionyl chloride was added, followed by 1 hour of heating under refluxing. After 2 mL of triethylamine was added at 0° C. and the mixture was stirred for 3 hours, the reaction was terminated with 1 mol/L hydrochloric acid, followed by extraction with ethyl acetate. The organic layer was washed with water and saturat... The reactants are ClC1=NC(=NC2=C(C=CC=C12)[N+](=O)[O-])C (4-chloro-2-methyl-8-nitroquinazoline), N1CCOCC1 (morpholine), C(=O)([O-])[O-].[K+].[K+] (K2CO3). The solvent is CC#N (CH3CN). Yields the product CC1=NC2=C(C=CC=C2C(=N1)N1CCOCC1)[N+](=O)[O-] (4-(2-methyl-8-nitroquinazolin-4-yl)morpholine). Yield: 78.1%. RXN SMILES: Cl[C:2]1[C:11]2[C:6](=[C:7]([N+:12]([O-:14])=[O:13])[CH:8]=[CH:9][CH:10]=2)[N:5]=[C:4]([CH3:15])[N:3]=1.[NH:16]1[CH2:21][CH2:20][O:19][CH2:18][CH2:17]1.C([O-])([O-])=O.[K+].[K+]>CC#N>[CH3:15][C:4]1[N:3]=[C:2]([N:16]2[CH2:21][CH2:20][O:19][CH2:18][CH2:17]2)[C:11]2[C:6](=[C:7]([N+:12]([O-:14])=[O:13])[CH:8]=[CH:9][CH:10]=2)[N:5]=1 |f:2.3.4|. Procedure: The title compound was prepared following the procedure described in Intermediate-15, step-1 using 4-chloro-2-methyl-8-nitroquinazoline (Intermediate-27, step-2, 280 mg, 1.26 mmol), morpholine (219 mg, 2.52 mmol), and K2CO3 (521 mg, 3.78 mmol) in CH3CN (5 mL) to afford 270 mg of the title product. MS [M+H]+: 275.22. Reaction SMILES: [CH3:1][C:2]1[CH:7]=[CH:6][N:5]=[C:4]([C:8]2[CH:13]=[C:12]([C:14]([OH:16])=O)[CH:11]=[CH:10][N:9]=2)[CH:3]=1.Cl.[CH2:18]([NH2:21])[C:19]#[CH:20].C1C=CC2N(O)N=NC=2C=1.CCN(C(C)C)C(C)C.C1CCC(N=C=NC2CCCCC2)CC1>CN(C=O)C>[CH3:1][C:2]1[CH:7]=[CH:6][N:5]=[C:4]([C:8]2[CH:13]=[C:12]([C:14]([NH:21][CH2:18][C:19]#[CH:20])=[O:16])[CH:11]=[CH:10][N:9]=2)[CH:3]=1 |f:1.2|. Solvent: CN(C)C=O (DMF), CN(C)C=O (DMF). Reaction conditions: temperature 0 celsius, time 8 hour. Procedure: 4′-Methyl-2,2′-bipyridine-4-carboxylic acid (0.22 g, 1 mmol), propargylamine hydrochloride (0.092 g, 1 mmol), HOBt (0.15 g, 1 mmol) and DIPEA (0.21 ml) were dissolved in dry DMF (15 ml) and cooled to 0° C. DCC (0.25 g, 1.2 mmol) was dissolved in DMF (3 ml) and added dropwise to the reaction mixture. The mixture was stirred at room temperature overnight. DCU was filtered off and solvent was removed by vacuum distillation. The remaining solid compound was dissolved in ethyl acetate and washed with... Reactants: CC1=CC(=NC=C1)C1=NC=CC(=C1)C(=O)O (4′-Methyl-2,2′-bipyridine-4-carboxylic acid), Cl.C(C#C)N (propargylamine hydrochloride), C=1C=CC2=C(C1)N=NN2O (HOBt), CCN(C(C)C)C(C)C (DIPEA), C1CCC(CC1)N=C=NC2CCCCC2 (DCC). Yields the product CC1=CC(=NC=C1)C1=NC=CC(=C1)C(=O)NCC#C (4′-Methyl-2,2′-bipyridine-4-carbonyl propargyl amine). Reactants: C1CCOC1, COc1nc(F)ccc1F, [H-], [Na+], O, OCc1ccccc1. Product: COc1nc(OCc2ccccc2)ccc1F. As a reaction SMILES: [CH2:21]1[O:22][CH2:23][CH2:24][CH2:25]1.[F:11][c:12]1[c:13]([O:19][CH3:20])[n:14][c:15]([F:18])[cH:16][cH:17]1.[H-:10].[Na+:9].[OH2:26].[OH:1][CH2:2][c:3]1[cH:4][cH:5][cH:6][cH:7][cH:8]1>>[O:1]([CH2:2][c:3]1[cH:4][cH:5][cH:6][cH:7][cH:8]1)[c:15]1[n:14][c:13]([O:19][CH3:20])[c:12]([F:11])[cH:17][cH:16]1. The reactants are [H-], CCI, [Na+], CN(C)C=O, O=Cc1ncc[nH]1. Yields the product CCn1ccnc1C=O. As a reaction SMILES: [H-:11].[I:8][CH2:9][CH3:10].[Na+:12].[O:13]=[CH:14][N:15]([CH3:16])[CH3:17].[nH:1]1[c:2]([CH:6]=[O:7])[n:3][cH:4][cH:5]1>>[n:1]1([CH2:9][CH3:10])[c:2]([CH:6]=[O:7])[n:3][cH:4][cH:5]1.